Dataset: the Open Reaction Database (ORD), a public repository of structured organic reaction records. Task: describe an organic reaction: reactants, conditions, products, and yield The reactants are O=C([O-])C(=O)c1c[nH]c2c(Br)ncc(F)c12, CC1CN(C(=O)c2ccccn2)CCN1, [K+]. The product is CC1CN(C(=O)c2ccccn2)CCN1C(=O)C(=O)c1c[nH]c2c(Br)ncc(F)c12. RXN SMILES: [Br:1][c:2]1[n:3][cH:4][c:5]([F:16])[c:6]2[c:7]([C:11]([C:12](=[O:13])[O-:14])=[O:15])[cH:8][nH:9][c:10]12.[CH3:18][CH:19]1[CH2:20][N:21]([C:25]([c:26]2[cH:27][cH:28][cH:29][cH:30][n:31]2)=[O:32])[CH2:22][CH2:23][NH:24]1.[K+:17]>>[Br:1][c:2]1[n:3][cH:4][c:5]([F:16])[c:6]2[c:7]([C:11]([C:12](=[O:14])[N:24]3[CH:19]([CH3:18])[CH2:20][N:21]([C:25]([c:26]4[cH:27][cH:28][cH:29][cH:30][n:31]4)=[O:32])[CH2:22][CH2:23]3)=[O:15])[cH:8][nH:9][c:10]12. Starting materials: N1C=C(C2=CC=CC=C12)CC(=O)N1CC2=CC(=CC=C2CC1)C(=O)NOC1OCCCC1 (2-(1H-indol-3-ylacetyl)-N-(tetrahydro-2H-pyran-2-yloxy)-1,2,3,4-tetrahydroisoquinoline-7-carboxamide), Cl (hydrochloric acid). The solvent is CO (methanol). Conditions: time 8 hour. The product is ONC(=O)C1=CC=C2CCN(CC2=C1)C(CC1=CNC2=CC=CC=C12)=O (N-Hydroxy-2-(1H-indol-3-ylacetyl)-1,2,3,4-tetrahydroisoquinoline-7-carboxamide). Isolated yield 63.4%. RXN SMILES: [NH:1]1[C:9]2[C:4](=[CH:5][CH:6]=[CH:7][CH:8]=2)[C:3]([CH2:10][C:11]([N:13]2[CH2:22][CH2:21][C:20]3[C:15](=[CH:16][C:17]([C:23]([NH:25][O:26]C4CCCCO4)=[O:24])=[CH:18][CH:19]=3)[CH2:14]2)=[O:12])=[CH:2]1.Cl>CO>[OH:26][NH:25][C:23]([C:17]1[CH:16]=[C:15]2[C:20]([CH2:21][CH2:22][N:13]([C:11](=[O:12])[CH2:10][C:3]3[C:4]4[C:9](=[CH:8][CH:7]=[CH:6][CH:5]=4)[NH:1][CH:2]=3)[CH2:14]2)=[CH:19][CH:18]=1)=[O:24]. Reported procedure: A mixture of 180 mg 2-(1H-indol-3-ylacetyl)-N-(tetrahydro-2H-pyran-2-yloxy)-1,2,3,4-tetrahydroisoquinoline-7-carboxamide, 6 ml methanol and 6 ml 0.1 N aqueous hydrochloric acid are stirred at ambient temperature overnight. The reaction mixture is evaporated and the residue is dissolved in a mixture of acetonitrile and water and lyophilized. 92 mg of the title compound are obtained. MH+=350.0 Reactants: CC(C)(C)OC(=O)C(Cc1ccccc1)NC(=O)C1CCCN1, CCC(=O)SCC(C)C(=O)O, C(=NC1CCCCC1)=NC1CCCCC1, ClCCl. Product: CCC(=O)SCC(C)C(=O)N1CCCC1C(=O)NC(Cc1ccccc1)C(=O)OC(C)(C)C. RXN SMILES: [C:1]([CH3:2])([CH3:3])([CH3:4])[O:5][C:6]([CH:7]([NH:8][C:9]([CH:10]1[NH:11][CH2:12][CH2:13][CH2:14]1)=[O:15])[CH2:16][c:17]1[cH:18][cH:19][cH:20][cH:21][cH:22]1)=[O:23].[C:24]([CH2:25][CH3:26])(=[O:27])[S:28][CH2:29][CH:30]([C:31](=[O:32])[OH:33])[CH3:34].[CH:35]1([N:36]=[C:37]=[N:38][CH:39]2[CH2:40][CH2:41][CH2:42][CH2:43][CH2:44]2)[CH2:45][CH2:46][CH2:47][CH2:48][CH2:49]1.[Cl:50][CH2:51][Cl:52]>>[C:1]([CH3:2])([CH3:3])([CH3:4])[O:5][C:6]([CH:7]([NH:8][C:9]([CH:10]1[N:11]([C:31]([CH:30]([CH2:29][S:28][C:24]([CH2:25][CH3:26])=[O:27])[CH3:34])=[O:32])[CH2:12][CH2:13][CH2:14]1)=[O:15])[CH2:16][c:17]1[cH:18][cH:19][cH:20][cH:21][cH:22]1)=[O:23]. Starting materials: FC1=C(C=CC(=C1)F)NN=CC (N-(2,4-difluoro-phenyl)-N′-ethylidene-hydrazine), FC1=C(C=CC(=C1)F)NN=CC (N-(2,4-difluoro-phenyl)-N′-ethylidene-hydrazine), N1=CC=CC=C1 (pyridine), Cl (HCl), O1CCOCC1 (dioxane), C[C@]12C(C([C@H](CC1)C2(C)C)C(=O)Cl)=O ((1S,4S)-4,7,7-trimethyl-3-oxo-bicyclo[2.2.1]heptane-2-carbonyl chloride), C[C@]12C(C([C@H](CC1)C2(C)C)C(=O)Cl)=O ((1S,4S)-4,7,7-trimethyl-3-oxo-bicyclo[2.2.1]heptane-2-carbonyl chloride), acid chloride. Run in ClCCCl (1,2-dichloroethane), C(C)(=O)O (acetic acid), ClCCCl (1,2-dichloroethane). Run at time 15 minute. Product: FC1=C(C=CC(=C1)F)N1NC=2[C@]3(CC[C@@H](C2C1=O)C3(C)C)C ((4R,7S)-2-(2,4-difluoro-phenyl)-7,8,8-trimethyl-1,2,4,5,6,7-hexahydro-4,7-methano-indazol-3-one). Isolated yield 46.6%. RXN SMILES: [CH3:1][C@@:2]12[C:8]([CH3:10])([CH3:9])[C@@H:5]([CH2:6][CH2:7]1)[CH:4]([C:11](Cl)=[O:12])[C:3]2=O.[F:15][C:16]1[CH:21]=[C:20]([F:22])[CH:19]=[CH:18][C:17]=1[NH:23][N:24]=CC.N1C=CC=CC=1.Cl.O1CCOCC1>ClCCCl.C(O)(=O)C>[F:15][C:16]1[CH:21]=[C:20]([F:22])[CH:19]=[CH:18][C:17]=1[N:23]1[C:11](=[O:12])[C:4]2[C@H:5]3[C:8]([CH3:10])([CH3:9])[C@:2]([CH3:1])([CH2:7][CH2:6]3)[C:3]=2[NH:24]1. Procedure details: A solution of (1S,4S)-4,7,7-trimethyl-3-oxo-bicyclo[2.2.1]heptane-2-carbonyl chloride (Intermediate 25; ˜15 mmol) in 1,2-dichloroethane (25 mL) was added by syringe over a period of 5 min to a cooled (0° C.) solution of N-(2,4-difluoro-phenyl)-N′-ethylidene-hydrazine (Intermediate 26; 2.32 g, 13.6 mmol) and pyridine (1.8 mL, 22.3 mmol) in 1,2-dichloroethane (15 mL). The flask containing the acid chloride was rinsed with 1,2-dichloroethane (10 mL). The reaction mixture was stirred at room tempera... Reactants: FC(C(=O)N1CCC2=C(CC1)C=CC=C2N)(F)F (3-(trifluoroacetyl)-2,3,4,5-tetrahydro-1H-3-benzazepin-6-amine), B1(OO1)[O-].O.O.O.O.[Na+] (sodium perborate tetrahydrate). Solvent: C(C)(=O)O (acetic acid), C(C)(=O)O (acetic acid). Run at temperature 55 celsius. Product: [N+](=O)([O-])C1=CC=CC=2CCN(CCC21)C(C(F)(F)F)=O (6-Nitro-3-(trifluoroacetyl)-2,3,4,5-tetrahydro-1H-3-benzazepine). Isolated yield 103.6%. As a reaction SMILES: B1([O-])OO1.[OH2:5].[OH2:6].O.O.[Na+].[F:10][C:11]([F:27])([F:26])[C:12]([N:14]1[CH2:20][CH2:19][C:18]2[CH:21]=[CH:22][CH:23]=[C:24]([NH2:25])[C:17]=2[CH2:16][CH2:15]1)=[O:13]>C(O)(=O)C>[N+:25]([C:24]1[C:17]2[CH2:16][CH2:15][N:14]([C:12](=[O:13])[C:11]([F:10])([F:26])[F:27])[CH2:20][CH2:19][C:18]=2[CH:21]=[CH:22][CH:23]=1)([O-:6])=[O:5] |f:0.1.2.3.4.5|. Reported procedure: Under N2, a flame-dried, 100-mL, three-necked flask is charged with sodium perborate tetrahydrate (5.75 g, 37.4 mmol) and acetic acid (20 mL) and heated to 50–60° C. using an oil bath. A solution of 3-(trifluoroacetyl)-2,3,4,5-tetrahydro-1H-3-benzazepin-6-amine (1.93 g, 7.5 mmol) in acetic acid (20 mL) was slowly added drop-wise over 30 min. The mixture is heated at 55° C. for 1 hour. The mixture was filtered and partitioned between CH2Cl2 and water. The organic layer is washed with water and co... Reactants: C1(CCCC1)N1C=C(C(C2=C(C(=C(C(=C12)OC)F)F)[N+](=O)[O-])=O)C(=O)OCC (Ethyl 1-cyclopentyl-6,7-difluoro-8-methoxy-5-nitro-1,4-dihydro-4-oxoquinoline-3-carboxylate). The reagents and catalysts are [Pd] (Pd/C). Run in CCO.CN(C)C=O (EtOH DMF). The product is C1(CCCC1)N1C=C(C(C2=C(C(=C(C(=C12)OC)F)F)N)=O)C(=O)OCC (Ethyl 1-cyclopentyl-6,7-difluoro-8-methoxy-5-amino-1,4-dihydro-4-oxoquinoline-3-carboxylate). Isolated yield 91.0%. Reaction SMILES: [CH:1]1([N:6]2[C:15]3[C:10](=[C:11]([N+:20]([O-])=O)[C:12]([F:19])=[C:13]([F:18])[C:14]=3[O:16][CH3:17])[C:9](=[O:23])[C:8]([C:24]([O:26][CH2:27][CH3:28])=[O:25])=[CH:7]2)[CH2:5][CH2:4][CH2:3][CH2:2]1>CCO.CN(C=O)C.[Pd]>[CH:1]1([N:6]2[C:15]3[C:10](=[C:11]([NH2:20])[C:12]([F:19])=[C:13]([F:18])[C:14]=3[O:16][CH3:17])[C:9](=[O:23])[C:8]([C:24]([O:26][CH2:27][CH3:28])=[O:25])=[CH:7]2)[CH2:2][CH2:3][CH2:4][CH2:5]1 |f:1.2|. Procedure details: A solution of 16 (6.0 g, 15 mmol) in EtOH-DMF (4:1, v/v, 250 mL) was hydrogenated under atmospheric pressure over 10% Pd/C (600 mg) at room temperature overnight. The catalyst was removed by filtration over Celite and the filtrate was concentrated in vacuo to dryness to yield 17 (5.0 g, 90%) which was used crude in the next step.